Dataset: the Open Reaction Database (ORD), a public repository of structured organic reaction records. Task: describe an organic reaction: reactants, conditions, products, and yield The reactants are CO, CC(C)n1c(=O)n(C(=O)NCC2CCN(C(=O)OC(C)(C)C)CC2)c2ccccc21, Cl. Product: CC(C)n1c(=O)n(C(=O)NCC2CCNCC2)c2ccccc21. RXN SMILES: [CH3:32][OH:33].[CH:1]([CH3:2])([CH3:3])[n:4]1[c:5](=[O:30])[n:6]([C:13](=[O:14])[NH:15][CH2:16][CH:17]2[CH2:18][CH2:19][N:20]([C:23]([O:24][C:25]([CH3:26])([CH3:27])[CH3:28])=[O:29])[CH2:21][CH2:22]2)[c:7]2[c:8]1[cH:9][cH:10][cH:11][cH:12]2.[ClH:31]>>[CH:1]([CH3:2])([CH3:3])[n:4]1[c:5](=[O:30])[n:6]([C:13](=[O:14])[NH:15][CH2:16][CH:17]2[CH2:18][CH2:19][NH:20][CH2:21][CH2:22]2)[c:7]2[c:8]1[cH:9][cH:10][cH:11][cH:12]2.